Dataset: the Open Reaction Database (ORD), a public repository of structured organic reaction records. Task: describe an organic reaction: reactants, conditions, products, and yield Reactants: CC(=O)[O-], COCC(=O)CC(=O)OCc1ccccc1, O=Cc1ccc(F)c(F)c1, C1CC[NH2+]CC1, c1ccccc1. The product is COCC(=O)C(=Cc1ccc(F)c(F)c1)C(=O)OCc1ccccc1. Reaction SMILES: [C:27]([O-:28])(=[O:29])[CH3:30].[CH3:1][O:2][CH2:3][C:4]([CH2:5][C:6](=[O:7])[O:8][CH2:9][c:10]1[cH:11][cH:12][cH:13][cH:14][cH:15]1)=[O:16].[F:17][c:18]1[cH:19][c:20]([CH:21]=[O:22])[cH:23][cH:24][c:25]1[F:26].[NH2+:31]1[CH2:32][CH2:33][CH2:34][CH2:35][CH2:36]1.[cH:37]1[cH:38][cH:39][cH:40][cH:41][cH:42]1>>[CH3:1][O:2][CH2:3][C:4]([C:5]([C:6](=[O:7])[O:8][CH2:9][c:10]1[cH:11][cH:12][cH:13][cH:14][cH:15]1)=[CH:21][c:20]1[cH:19][c:18]([F:17])[c:25]([F:26])[cH:24][cH:23]1)=[O:16]. Reactants: O1C=NC(=C1)C(=O)C1C(N(CC1)[C@@H](C)C1=CC=CC=C1)=O (Oxazole-4-carbonyl-1-((S)-1-phenylethyl)pyrrolidin-2-one), Cl.C(C1=CC=CC=C1)ON (O-benzylhydroxylamine, hydrochloride), O (water). Run in N1=CC=CC=C1 (pyridine). The product is C(C1=CC=CC=C1)ON=C(C1CC(N(C1)[C@@H](C)C1=CC=CC=C1)=O)C=1N=COC1 (4-(Benzyloxyiminooxazol-4-ylmethyl)-1-((S)-1-phenylethyl)pyrrolidin-2-one). RXN SMILES: [O:1]1[CH:5]=[C:4]([C:6]([CH:8]2[CH2:12][CH2:11][N:10]([C@H:13]([C:15]3[CH:20]=[CH:19][CH:18]=[CH:17][CH:16]=3)[CH3:14])[C:9]2=O)=O)[N:3]=[CH:2]1.Cl.[CH2:23]([O:30][NH2:31])[C:24]1[CH:29]=[CH:28][CH:27]=[CH:26][CH:25]=1.[OH2:32]>N1C=CC=CC=1>[CH2:23]([O:30][N:31]=[C:6]([C:4]1[N:3]=[CH:2][O:1][CH:5]=1)[CH:8]1[CH2:9][N:10]([C@H:13]([C:15]2[CH:20]=[CH:19][CH:18]=[CH:17][CH:16]=2)[CH3:14])[C:11](=[O:32])[CH2:12]1)[C:24]1[CH:29]=[CH:28][CH:27]=[CH:26][CH:25]=1 |f:1.2|. Procedure details: 4-(Oxazole-4-carbonyl-1-((S)-1-phenylethyl)pyrrolidin-2-one (0.5 g, 1.76 mmol) [Example 6B1] and O-benzylhydroxylamine, hydrochloride (0.42 g, 2.64 mmol) in pyridine (5 mL) were refluxed for five hours and then cooled to room temperature. The reaction mixture was diluted with water, washed with saturated sodium bicarbonate and extracted with ethyl acetate. The combined organic layers were dried over sodium sulfate, filtered and concentrated under reduced pressure. The resulting residue was purif...